The task is: describe an organic reaction: reactants, conditions, products, and yield. This data is from the Open Reaction Database (ORD), a public repository of structured organic reaction records. Reactants: CSc1nc2cc(Br)ccc2o1, COC(=O)CCc1ccc(C(=O)NCC(N)C(=O)OC(C)(C)C)cc1. The product is COC(=O)CCc1ccc(C(=O)NCC(Nc2nc3cc(Br)ccc3o2)C(=O)OC(C)(C)C)cc1. As a reaction SMILES: [Br:26][c:27]1[cH:28][cH:29][c:30]2[c:31]([n:32][c:33]([S:35][CH3:36])[o:34]2)[cH:37]1.[CH3:1][O:2][C:3]([CH2:4][CH2:5][c:6]1[cH:7][cH:8][c:9]([C:10](=[O:11])[NH:12][CH2:13][CH:14]([NH2:15])[C:16](=[O:17])[O:18][C:19]([CH3:20])([CH3:21])[CH3:22])[cH:23][cH:24]1)=[O:25]>>[CH3:1][O:2][C:3]([CH2:4][CH2:5][c:6]1[cH:7][cH:8][c:9]([C:10](=[O:11])[NH:12][CH2:13][CH:14]([NH:15][c:33]2[n:32][c:31]3[c:30]([cH:29][cH:28][c:27]([Br:26])[cH:37]3)[o:34]2)[C:16](=[O:17])[O:18][C:19]([CH3:20])([CH3:21])[CH3:22])[cH:23][cH:24]1)=[O:25]. Reactants: CCOC(=O)C(C)C#N, O=[N+]([O-])c1cc(F)c(F)c(F)c1, [K+], [K+], O=C([O-])[O-], CN(C)C=O, O, O=S(=O)(O)O. Yields the product CCOC(=O)C(C)(C#N)c1c(F)cc([N+](=O)[O-])cc1F. RXN SMILES: [CH3:7][CH2:8][O:9][C:10](=[O:11])[CH:12]([CH3:13])[C:14]#[N:15].[F:16][c:17]1[cH:18][c:19]([N+:25](=[O:26])[O-:27])[cH:20][c:21]([F:24])[c:22]1[F:23].[K+:1].[K+:2].[O-:3][C:4]([O-:5])=[O:6].[O:34]=[CH:35][N:36]([CH3:37])[CH3:38].[OH2:33].[S:28](=[O:29])(=[O:30])([OH:31])[OH:32]>>[CH3:7][CH2:8][O:9][C:10](=[O:11])[C:12]([CH3:13])([C:14]#[N:15])[c:22]1[c:17]([F:16])[cH:18][c:19]([N+:25](=[O:26])[O-:27])[cH:20][c:21]1[F:24]. Reactants: [Al](C)(C)C (Al(Me)3), C(C)OC(=O)C1=NC(=CC=C1NC=1C=NC=NC1)C (6-Methyl-3-(pyrimidin-5-ylamino)-pyridine-2-carboxylic acid ethyl ester), C(C)(C)(C)[SiH2]OC(C=1N=C(SC1)N)(C)C (4-(tert-Butyl-dimethyl-silanyloxymethyl)-thiazol-2-ylamine). Yields the product C(C)(C)(C)[SiH2]OC(C=1N=C(SC1)NC(=O)C1=NC(=CC=C1NC=1C=NC=NC1)C)(C)C (6-Methyl-3-(pyrimidin-5-ylamino)-pyridine-2-carboxylic acid [4-(tert-butyl-dimethyl-silanyloxymethyl)-thiazol-2-yl]-amide). Reaction SMILES: [Al](C)(C)C.C(O[C:8]([C:10]1[C:15]([NH:16][C:17]2[CH:18]=[N:19][CH:20]=[N:21][CH:22]=2)=[CH:14][CH:13]=[C:12]([CH3:23])[N:11]=1)=[O:9])C.[C:24]([SiH2:28][O:29][C:30]([CH3:38])([CH3:37])[C:31]1[N:32]=[C:33]([NH2:36])[S:34][CH:35]=1)([CH3:27])([CH3:26])[CH3:25]>>[C:24]([SiH2:28][O:29][C:30]([CH3:38])([CH3:37])[C:31]1[N:32]=[C:33]([NH:36][C:8]([C:10]2[C:15]([NH:16][C:17]3[CH:22]=[N:21][CH:20]=[N:19][CH:18]=3)=[CH:14][CH:13]=[C:12]([CH3:23])[N:11]=2)=[O:9])[S:34][CH:35]=1)([CH3:27])([CH3:25])[CH3:26]. Reported procedure: The Al(Me)3-catalyzed reaction of 6-Methyl-3-(pyrimidin-5-ylamino)-pyridine-2-carboxylic acid ethyl ester and 4-(tert-Butyl-dimethyl-silanyloxymethyl)-thiazol-2-ylamine (CAS [752241-92-2]; WO2004076420) in accordance with the general method of Example 78, step 2 yielded the title compound as an off-white solid, MS (ISP): m/e=457.3 (M+H+). The reactants are [Br-], CCCc1c(C)csc1OCCCCCBr, Sc1ccc(Br)cc1, Cc1ccccc1, CCCC[N+](CCCC)(CCCC)CCCC, [Na+], [OH-], O. Product: CCCc1c(C)csc1OCCCCCSc1ccc(Br)cc1. RXN SMILES: [Br-:35].[Br:18][CH2:19][CH2:20][CH2:21][CH2:22][CH2:23][O:24][c:25]1[s:26][cH:27][c:28]([CH3:33])[c:29]1[CH2:30][CH2:31][CH3:32].[Br:3][c:4]1[cH:5][cH:6][c:7]([SH:10])[cH:8][cH:9]1.[CH3:11][c:12]1[cH:13][cH:14][cH:15][cH:16][cH:17]1.[CH3:36][CH2:37][CH2:38][CH2:39][N+:40]([CH2:41][CH2:42][CH2:43][CH3:44])([CH2:45][CH2:46][CH2:47][CH3:48])[CH2:49][CH2:50][CH2:51][CH3:52].[Na+:2].[OH-:1].[OH2:34]>>[Br:3][c:4]1[cH:5][cH:6][c:7]([S:10][CH2:19][CH2:20][CH2:21][CH2:22][CH2:23][O:24][c:25]2[s:26][cH:27][c:28]([CH3:33])[c:29]2[CH2:30][CH2:31][CH3:32])[cH:8][cH:9]1. Reactants: C(C1=CC=CC=C1)NC=1C=C(C=CC1)C1=NC(=NC2=CC(=C(C=C12)OC)OC)NC (4-(3-Benzylaminophenyl)-6,7-dimethoxy-2-methylaminoquinazoline), CI (methyl iodide). Yields the product C(C1=CC=CC=C1)N(C)C=1C=C(C=CC1)C1=NC(=NC2=CC(=C(C=C12)OC)OC)NC (4-[3-(N-benzyl-N-methylamino)phenyl]-6,7-dimethoxy-2-methylaminoquinazoline). Isolated yield 33.8%. RXN SMILES: [CH2:1]([NH:8][C:9]1[CH:10]=[C:11]([C:15]2[C:24]3[C:19](=[CH:20][C:21]([O:27][CH3:28])=[C:22]([O:25][CH3:26])[CH:23]=3)[N:18]=[C:17]([NH:29][CH3:30])[N:16]=2)[CH:12]=[CH:13][CH:14]=1)[C:2]1[CH:7]=[CH:6][CH:5]=[CH:4][CH:3]=1.[CH3:31]I>>[CH2:1]([N:8]([C:9]1[CH:10]=[C:11]([C:15]2[C:24]3[C:19](=[CH:20][C:21]([O:27][CH3:28])=[C:22]([O:25][CH3:26])[CH:23]=3)[N:18]=[C:17]([NH:29][CH3:30])[N:16]=2)[CH:12]=[CH:13][CH:14]=1)[CH3:31])[C:2]1[CH:3]=[CH:4][CH:5]=[CH:6][CH:7]=1. Reported procedure: Starting from 100 mg of 4-(3-benzylaminophenyl)-6,7-dimethoxy-2-methylaminoquinazoline obtained in Example 38 and 71.0 mg of methyl iodide, 35.0 mg of the title compound was obtained as a pale yellow oil in the same manner as in Example 38.